describe an organic reaction: reactants, conditions, products, and yield From a dataset of the Open Reaction Database (ORD), a public repository of structured organic reaction records. The reactants are ClC(=O)OCC1=CC=CC=C1 (benzyl chloroformate), NC1C(COCC1)O (rac-(3R,4S)-4-aminotetrahydro-2H-pyran-3-ol), NC1COCCC1O (rac-(3R,4S)-3-aminotetrahydro-2H-pyran-4-ol), C([O-])([O-])=O.[Na+].[Na+] (sodium carbonate). The solvent is O (water). Conditions: time 30 minute. Product: C(C1=CC=CC=C1)OC(N[C@@H]1[C@H](COCC1)O)=O (benzyl[(3R,4S)-3-hydroxytetrahydro-2H-pyran-4-yl]carbamate). Reaction SMILES: [NH2:1][CH:2]1[CH2:7][CH2:6][O:5][CH2:4][CH:3]1[OH:8].NC1C(O)CCOC1.C(=O)([O-])[O-].[Na+].[Na+].Cl[C:24]([O:26][CH2:27][C:28]1[CH:33]=[CH:32][CH:31]=[CH:30][CH:29]=1)=[O:25]>O>[CH2:27]([O:26][C:24](=[O:25])[NH:1][C@H:2]1[CH2:7][CH2:6][O:5][CH2:4][C@@H:3]1[OH:8])[C:28]1[CH:33]=[CH:32][CH:31]=[CH:30][CH:29]=1 |f:2.3.4|. Procedure: To a crude 5:1 mixture of rac-(3R,4S)-4-aminotetrahydro-2H-pyran-3-ol and rac-(3R,4S)-3-aminotetrahydro-2H-pyran-4-ol (see Example 8, 3.50 g, 29.9 mmol) in 150 mL of water at 0° C. was added sodium carbonate (3.80 g, 35.9 mmol) followed by benzyl chloroformate (5.12 mL, 35.9 mmol) dropwise. After 30 min, the mixture was warmed to rt, and after 4 h, a solid precipitate was collected via filtration and recrystallized from ethyl acetate/hexanes to provide benzyl[(3R,4S)-3-hydroxytetrahydro-2H-pyran... Product: CCCCN1C(CNCc2cccc(OCC)c2)=C(c2ccccc2)NC1I. Starting materials: CCCCN1C(CO)=C(c2ccccc2)NC1I, CCCCn1c(N2CCOCC2)nc(Cl)c1CN(Cc1cccc(OCC)c1)Cc1ccc2c(c1)OCCO2, CCONCc1ccccc1, ClCCl, [K+], [K+], O=C([O-])[O-], CN(C)C=O, O=S(Cl)Cl. RXN SMILES: [CH2:1]([CH2:2][CH2:3][CH3:4])[N:5]1[CH:6]([I:18])[NH:7][C:8]([c:12]2[cH:13][cH:14][cH:15][cH:16][cH:17]2)=[C:9]1[CH2:10][OH:11].[CH2:23]([n:24]1[c:25]([CH2:26][N:33]([CH2:27][c:28]2[cH:29][cH:30][c:31]3[c:47]([cH:48]2)[O:46][CH2:45][CH2:44][O:32]3)[CH2:34][c:35]2[cH:36][c:37]([O:41][CH2:42][CH3:43])[cH:38][cH:39][cH:40]2)[c:49]([Cl:50])[n:51][c:52]1[N:53]1[CH2:54][CH2:55][O:56][CH2:57][CH2:58]1)[CH2:59][CH2:60][CH3:61].[CH2:62]([O:63][NH:64][CH2:65][c:66]1[cH:67][cH:68][cH:69][cH:70][cH:71]1)[CH3:72].[Cl:79][CH2:80][Cl:81].[K+:73].[K+:74].[O-:75][C:76]([O-:77])=[O:78].[O:82]=[CH:83][N:84]([CH3:85])[CH3:86].[S:19]([Cl:20])([Cl:21])=[O:22]>>[CH2:1]([CH2:2][CH2:3][CH3:4])[N:5]1[CH:6]([I:18])[NH:7][C:8]([c:12]2[cH:13][cH:14][cH:15][cH:16][cH:17]2)=[C:9]1[CH2:10][NH:33][CH2:34][c:35]1[cH:36][c:37]([O:41][CH2:42][CH3:43])[cH:38][cH:39][cH:40]1. Reactants: CC1(C)CCC(O)c2ccccc21, O, O=C(O)C(=O)O. The product is CC1(C)CC=Cc2ccccc21. Reaction SMILES: [CH3:1][C:2]1([CH3:13])[CH2:3][CH2:4][CH:5]([OH:12])[c:6]2[cH:7][cH:8][cH:9][cH:10][c:11]21.[OH2:20].[OH:14][C:15]([C:16](=[O:17])[OH:18])=[O:19]>>[CH3:1][C:2]1([CH3:13])[CH2:3][CH:4]=[CH:5][c:6]2[cH:7][cH:8][cH:9][cH:10][c:11]21. Reactants: CCCN(C(=S)NC(=O)c1ccccc1)C(c1ccc(O)nc1)C1CC1, Cl, O. Yields the product CCCN(C(N)=S)C(c1ccc(O)nc1)C1CC1. RXN SMILES: [C:2](=[O:3])([c:4]1[cH:5][cH:6][cH:7][cH:8][cH:9]1)[NH:10][C:11]([N:12]([CH2:13][CH2:14][CH3:15])[CH:16]([c:17]1[cH:18][cH:19][c:20]([OH:23])[n:21][cH:22]1)[CH:24]1[CH2:25][CH2:26]1)=[S:27].[ClH:1].[OH2:28]>>[NH2:10][C:11]([N:12]([CH2:13][CH2:14][CH3:15])[CH:16]([c:17]1[cH:18][cH:19][c:20]([OH:23])[n:21][cH:22]1)[CH:24]1[CH2:25][CH2:26]1)=[S:27]. Reactants: FC1=C(C(=O)Cl)C(=C(C(=C1F)F)F)F (perfluorobenzoyl chloride), BrC=1SC=CC1 (2-bromothiophene), [Cl-].[Al+3].[Cl-].[Cl-] (aluminum chloride). Run in C(=S)=S (carbon disulfide). Conditions: time 2.5 hour. The product is FC1=C(C(=C(C=C1F)F)F)C(=O)C=1SC(=CC1)Br ((2,3,5,6-tetrafluorophenyl)(5-bromothien-2-yl)methanone). Isolated yield 33.3%. As a reaction SMILES: [F:1][C:2]1[C:10]([F:11])=[C:9](F)[C:8]([F:13])=[C:7]([F:14])[C:3]=1[C:4](Cl)=[O:5].[Br:15][C:16]1[S:17][CH:18]=[CH:19][CH:20]=1.[Cl-].[Al+3].[Cl-].[Cl-]>C(=S)=S>[F:14][C:7]1[C:8]([F:13])=[CH:9][C:10]([F:11])=[C:2]([F:1])[C:3]=1[C:4]([C:18]1[S:17][C:16]([Br:15])=[CH:20][CH:19]=1)=[O:5] |f:2.3.4.5|. Reported procedure: To a mixture of perfluorobenzoyl chloride (2.51 g, 10.9 mmol) and 2-bromothiophene (1.86 g, 11.4 mmol) in carbon disulfide (80 mL), aluminum chloride (2.90 g, 21.8 mmol) was added in portions over 10 min with vigorous mechanical stirring. The reaction mixture turned red and was stirred for 2.5 h before being quenched with water (80 mL). The organics were then separated, the aqueous layer extracted with carbon disulfide (3×50 mL), and the combined organics washed with water (3×100 mL) and dried o... Conditions: temperature 23 celsius, time 18 hour. Starting materials: Cl.CN(CCCN=C=NCC)C (1-(3-dimethylaminopropyl)-3-ethylcarbodiimide hydrochloride), CC=1C=C(C(=O)O)C=CC1C(F)(F)F (3-Methyl-4-trifluoromethyl-benzoic acid), Cl.CNOC (N,O-dimethylhydroxylamine hydrochloride), CN1CCOCC1 (N-methylmorpholine). Yields the product CON(C(C1=CC(=C(C=C1)C(F)(F)F)C)=O)C (N-Methoxy-3,N-dimethyl-4-trifluoromethyl-benzamide). Procedure details: To a suspension of 3-methyl-4-trifluoromethyl-benzoic acid from step 6 (14.1 g, 69.1 mmol), N,O-dimethylhydroxylamine hydrochloride (10.78 g, 111 mmol), N-methylmorpholine (12.14 mL, 111 mmol) and 4-DMAP (844 mg, 691 mmol) in DCM (230 mL) at 0° C. were added 1-(3-dimethylaminopropyl)-3-ethylcarbodiimide hydrochloride (EDC) (15.98 g, 82.9 mmol) and DMF (85 mL). The mixture was warmed up to 23° C. and was stirred for 18 h under nitrogen atmosphere. The mixture was diluted with TBME, washed with wa... Reaction SMILES: [CH3:1][C:2]1[CH:3]=[C:4]([CH:8]=[CH:9][C:10]=1[C:11]([F:14])([F:13])[F:12])[C:5](O)=[O:6].Cl.[CH3:16][NH:17][O:18][CH3:19].CN1CCOCC1.Cl.CN(C)CCCN=C=NCC>CN(C1C=CN=CC=1)C.C(Cl)Cl.CC(OC)(C)C.CN(C=O)C>[CH3:19][O:18][N:17]([CH3:16])[C:5](=[O:6])[C:4]1[CH:8]=[CH:9][C:10]([C:11]([F:14])([F:13])[F:12])=[C:2]([CH3:1])[CH:3]=1 |f:1.2,4.5|. The reagents and catalysts are CN(C)C=1C=CN=CC1 (4-DMAP). The solvent is CN(C)C=O (DMF), C(Cl)Cl (DCM), CC(C)(C)OC (TBME).